describe an organic reaction: reactants, conditions, products, and yield From a dataset of the Open Reaction Database (ORD), a public repository of structured organic reaction records. Starting materials: CC(=O)[O-], CC(=O)O, [Cl-], ClCC1CO1, [Na+]. Yields the product CC(=O)OCC(O)CCl. Reaction SMILES: [CH3:12][C:13](=[O:14])[O-:15].[CH3:7][C:8]([OH:9])=[O:10].[Cl-:6].[Cl:1][CH2:2][CH:3]1[CH2:4][O:5]1.[Na+:11]>>[Cl:1][CH2:2][CH:3]([CH2:4][O:10][C:8]([CH3:7])=[O:9])[OH:5]. The reactants are Nc1nc(Cl)nc2c1ncn2Cc1ccccc1, [Na], OCCO. Yields the product Nc1nc(OCCO)nc2c1ncn2Cc1ccccc1. As a reaction SMILES: [NH2:2][c:3]1[c:4]2[n:5][cH:6][n:7]([CH2:13][c:14]3[cH:15][cH:16][cH:17][cH:18][cH:19]3)[c:8]2[n:9][c:10]([Cl:12])[n:11]1.[Na:1].[OH:20][CH2:21][CH2:22][OH:23]>>[NH2:2][c:3]1[c:4]2[n:5][cH:6][n:7]([CH2:13][c:14]3[cH:15][cH:16][cH:17][cH:18][cH:19]3)[c:8]2[n:9][c:10]([O:20][CH2:21][CH2:22][OH:23])[n:11]1. The reactants are NC(CC(=O)OCC)C1=CC(=CC(=C1)Cl)Cl (ethyl 3-amino-3-(3,5-dichlorophenyl)propionate), C(C1=CC=CC=C1)OCC(C(=O)O)NC(=O)OCCCNC1=NC=CC=C1 (3-benzyloxy-2-[3-(pyridin-2-ylamino)propoxycarbonylamino]-propionic acid). Yields the product C(C1=CC=CC=C1)OCC(C(=O)NC(CC(=O)O)C1=CC(=CC(=C1)Cl)Cl)NC(=O)OCCCNC1=NC=CC=C1 (3-{3-benzyloxy-2-[3-(pyridin-2-ylamino)propoxycarbonylamino]propanoylamino}-3-(3,5-dichlorophenyl)propionic acid). RXN SMILES: [NH2:1][CH:2]([C:9]1[CH:14]=[C:13]([Cl:15])[CH:12]=[C:11]([Cl:16])[CH:10]=1)[CH2:3][C:4]([O:6]CC)=[O:5].[CH2:17]([O:24][CH2:25][CH:26]([NH:30][C:31]([O:33][CH2:34][CH2:35][CH2:36][NH:37][C:38]1[CH:43]=[CH:42][CH:41]=[CH:40][N:39]=1)=[O:32])[C:27](O)=[O:28])[C:18]1[CH:23]=[CH:22][CH:21]=[CH:20][CH:19]=1>>[CH2:17]([O:24][CH2:25][CH:26]([NH:30][C:31]([O:33][CH2:34][CH2:35][CH2:36][NH:37][C:38]1[CH:43]=[CH:42][CH:41]=[CH:40][N:39]=1)=[O:32])[C:27]([NH:1][CH:2]([C:9]1[CH:10]=[C:11]([Cl:16])[CH:12]=[C:13]([Cl:15])[CH:14]=1)[CH2:3][C:4]([OH:6])=[O:5])=[O:28])[C:18]1[CH:23]=[CH:22][CH:21]=[CH:20][CH:19]=1. Reported procedure: Analogously to Example 2, ethyl 3-amino-3-(3,5-dichlorophenyl)propionate is reacted with 3-benzyloxy-2-[3-(pyridin-2-ylamino)propoxycarbonylamino]-propionic acid and purified by preparative HPLC, giving 3-{3-benzyloxy-2-[3-(pyridin-2-ylamino)propoxycarbonylamino]propanoylamino}-3-(3,5-dichlorophenyl)propionic acid, RT 1.598 min, FAB-MS (M+H)+ 590.